Dataset: the Open Reaction Database (ORD), a public repository of structured organic reaction records. Task: describe an organic reaction: reactants, conditions, products, and yield Reaction SMILES: B.[CH:2]1([C:5]([N:7]2[CH2:11][CH2:10][C:9]([OH:25])([C:12]3[CH:17]=[CH:16][CH:15]=[CH:14][C:13]=3[CH2:18][C:19]3[CH:24]=[CH:23][CH:22]=[CH:21][CH:20]=3)[CH2:8]2)=O)[CH2:4][CH2:3]1.[ClH:26].Cl.CCOCC>C1COCC1>[ClH:26].[CH:2]1([CH2:5][N:7]2[CH2:11][CH2:10][C:9]([OH:25])([C:12]3[CH:17]=[CH:16][CH:15]=[CH:14][C:13]=3[CH2:18][C:19]3[CH:20]=[CH:21][CH:22]=[CH:23][CH:24]=3)[CH2:8]2)[CH2:4][CH2:3]1 |f:3.4,6.7|. Starting materials: C1(CC1)C(=O)N1CC(CC1)(C1=C(C=CC=C1)CC1=CC=CC=C1)O (1-cyclopropylcarbonyl-3-hydroxy-3-(α-phenyl-2-tolyl)pyrrolidine), Cl.CCOCC (HCl ether), B (borane), Cl (HCl). Run in C1CCOC1 (THF), C1CCOC1 (THF). Yields the product Cl.C1(CC1)CN1CC(CC1)(C1=C(C=CC=C1)CC1=CC=CC=C1)O (1-cyclopropylmethyl-3-hydroxy-3-(α-phenyl-2-tolyl)pyrrolidine hydrochloride). Procedure: To a solution of 45 ml of 1 M-borane in THF is added under dry nitrogen at 0° C., 6.36 g 1-cyclopropylcarbonyl-3-hydroxy-3-(α-phenyl-2-tolyl)pyrrolidine in 20 ml of dry THF. The solution is then brought to reflux and maintained there for 1 hour. The solution is permitted to cool to room temperature and 3.3 ml of 6 N-HCl is added slowly. The THF is removed by distillation at atmospheric pressure and the residue is crystallized with 50 ml of anhydrous ether and recrystallized from methanol/ether (... Starting materials: COS(=O)(=O)OC, [K+], [OH-], O, O=C(CO)c1ccccc1. The product is COCC(=O)c1ccccc1. RXN SMILES: [CH3:1][O:2][S:3]([O:4][CH3:5])(=[O:6])=[O:7].[K+:9].[OH-:8].[OH2:20].[OH:10][CH2:11][C:12](=[O:13])[c:14]1[cH:15][cH:16][cH:17][cH:18][cH:19]1>>[CH3:1][O:10][CH2:11][C:12](=[O:13])[c:14]1[cH:15][cH:16][cH:17][cH:18][cH:19]1. Starting materials: CCc1ccc(Nc2cc(=O)n(C)cc2C(=O)O)c(F)c1, O=C(Oc1c(F)c(F)c(F)c(F)c1F)C(F)(F)F, NCCO, CN(C)C=O, c1ccncc1. The product is CCc1ccc(Nc2cc(=O)n(C)cc2C(=O)NCCO)c(F)c1. RXN SMILES: [CH2:1]([CH3:2])[c:3]1[cH:4][c:5]([F:21])[c:6]([NH:9][c:10]2[c:11]([C:18](=[O:19])[OH:20])[cH:12][n:13]([CH3:17])[c:14](=[O:16])[cH:15]2)[cH:7][cH:8]1.[F:22][C:23]([F:24])([F:25])[C:26]([O:27][c:28]1[c:29]([F:30])[c:31]([F:32])[c:33]([F:34])[c:35]([F:36])[c:37]1[F:38])=[O:39].[NH2:46][CH2:47][CH2:48][OH:49].[O:50]=[CH:51][N:52]([CH3:53])[CH3:54].[cH:40]1[cH:41][cH:42][n:43][cH:44][cH:45]1>>[CH2:1]([CH3:2])[c:3]1[cH:4][c:5]([F:21])[c:6]([NH:9][c:10]2[c:11]([C:18](=[O:20])[NH:46][CH2:47][CH2:48][OH:49])[cH:12][n:13]([CH3:17])[c:14](=[O:16])[cH:15]2)[cH:7][cH:8]1. Starting materials: CC(C)(C)C(=O)Cl, CCN(C(C)C)C(C)C, COc1ccc(N2CCOCC2)c2sc(-c3nc4c([nH]3)CCNCC4)nc12, Cl, C1CCOC1. Yields the product COc1ccc(N2CCOCC2)c2sc(-c3nc4c([nH]3)CCN(C(=O)C(C)(C)C)CC4)nc12. As a reaction SMILES: [C:38]([C:39]([CH3:40])([CH3:41])[CH3:42])(=[O:43])[Cl:44].[CH2:29]([N:30]([CH:31]([CH3:32])[CH3:33])[CH:34]([CH3:35])[CH3:36])[CH3:37].[CH3:2][O:3][c:4]1[cH:5][cH:6][c:7]([N:23]2[CH2:24][CH2:25][O:26][CH2:27][CH2:28]2)[c:8]2[c:9]1[n:10][c:11](-[c:13]1[n:14][c:15]3[c:16]([nH:22]1)[CH2:17][CH2:18][NH:19][CH2:20][CH2:21]3)[s:12]2.[ClH:1].[O:45]1[CH2:46][CH2:47][CH2:48][CH2:49]1>>[CH3:2][O:3][c:4]1[cH:5][cH:6][c:7]([N:23]2[CH2:24][CH2:25][O:26][CH2:27][CH2:28]2)[c:8]2[c:9]1[n:10][c:11](-[c:13]1[n:14][c:15]3[c:16]([nH:22]1)[CH2:17][CH2:18][N:19]([C:38]([C:39]([CH3:40])([CH3:41])[CH3:42])=[O:43])[CH2:20][CH2:21]3)[s:12]2. Starting materials: CCO, CCOC(=O)c1cnc2[nH]ccc2c1NC1CCCCC1, Cl, [Na+], [OH-]. The product is O=C(O)c1cnc2[nH]ccc2c1NC1CCCCC1. Reaction SMILES: [CH3:25][CH2:26][OH:27].[CH:1]1([NH:7][c:8]2[c:9]3[c:10]([n:11][cH:12][c:13]2[C:14](=[O:15])[O:16][CH2:17][CH3:18])[nH:19][cH:20][cH:21]3)[CH2:2][CH2:3][CH2:4][CH2:5][CH2:6]1.[ClH:24].[Na+:23].[OH-:22]>>[CH:1]1([NH:7][c:8]2[c:9]3[c:10]([n:11][cH:12][c:13]2[C:14](=[O:15])[OH:16])[nH:19][cH:20][cH:21]3)[CH2:2][CH2:3][CH2:4][CH2:5][CH2:6]1. The reactants are COc2ccc1cc(OC(=O)N(C)C)ccc1c2 (substrate), CCO[Si](OCC)(OCC)c1cccc(C)c1 (effective_coupling_partner). The reagents and catalysts are dcype. Run at temperature 120 celsius, time 12 hour. The product is COc3ccc2cc(c1cccc(C)c1)ccc2c3. Starting materials: C(C)(C)(C)OC(=O)N1[C@@H](CC(C1)=CCl)C(=O)O ((2S,4EZ)-1-(tert-butoxycarbonyl)-4-(chloromethylene)-2-pyrrolidinecarboxylic acid), C1(=CC=C(C=C1)C(=O)Cl)C1=CC=CC=C1 ([1,1′-biphenyl]-4-carbonyl chloride), O1COC2=C1C=CC(=C2)CN (1,3-benzodioxol-5-ylmethylamine). The product is O1COC2=C1C=CC(=C2)CNC(=O)[C@H]2N(CC(C2)=CCl)C(=O)C2=CC=C(C=C2)C2=CC=CC=C2 ((2S,4EZ)-N-(1,3-benzodioxol-5-ylmethyl)-1-([1,1′-biphenyl]-4-ylcarbonyl)-4-(chloromethylene)-2-pyrrolidinecarboxamide). RXN SMILES: C(O[C:6]([N:8]1[CH2:12][C:11](=[CH:13][Cl:14])[CH2:10][C@H:9]1[C:15]([OH:17])=O)=[O:7])(C)(C)C.[C:18]1([C:27]2[CH:32]=[CH:31][CH:30]=[CH:29][CH:28]=2)[CH:23]=[CH:22][C:21](C(Cl)=O)=[CH:20][CH:19]=1.[O:33]1[C:37]2[CH:38]=[CH:39][C:40]([CH2:42][NH2:43])=[CH:41][C:36]=2[O:35][CH2:34]1>>[O:33]1[C:37]2[CH:38]=[CH:39][C:40]([CH2:42][NH:43][C:15]([C@@H:9]3[CH2:10][C:11](=[CH:13][Cl:14])[CH2:12][N:8]3[C:6]([C:30]3[CH:29]=[CH:28][C:27]([C:18]4[CH:19]=[CH:20][CH:21]=[CH:22][CH:23]=4)=[CH:32][CH:31]=3)=[O:7])=[O:17])=[CH:41][C:36]=2[O:35][CH2:34]1. Procedure details: Following the general method as outlined in Example 22, starting from (2S,4EZ)-1-(tert-butoxycarbonyl)-4-(chloromethylene)-2-pyrrolidinecarboxylic acid, [1,1′-biphenyl]-4-carbonyl chloride, and 1,3-benzodioxol-5-ylmethylamine the title compound was obtained in 63% purity by LC/MS. MS(ESI+): m/z=475.6.